Dataset: the Open Reaction Database (ORD), a public repository of structured organic reaction records. Task: describe an organic reaction: reactants, conditions, products, and yield The reactants are COC1CN(CCC1)C(=O)N1CC(CC(C1)C1=CC=C(C=C1)C(F)(F)F)C(=O)O (1-[(3-Methoxypiperidin-1-yl)carbonyl]-5-[4-(trifluoromethyl)phenyl]piperidine-3-carboxylic acid), Cl.ON=C(CC)N (N′-hydroxypropanimidamide hydrochloride). Yields the product C(C)C1=NOC(=N1)C1CN(CC(C1)C1=CC=C(C=C1)C(F)(F)F)C(=O)N1CC(CCC1)OC ({3-(3-Ethyl-1,2,4-oxadiazol-5-yl)-5-[4-(trifluoromethyl)phenyl]piperidin-1-yl}(3-methoxy-piperidin -1-yl)methanone). As a reaction SMILES: [CH3:1][O:2][CH:3]1[CH2:8][CH2:7][CH2:6][N:5]([C:9]([N:11]2[CH2:16][CH:15]([C:17]3[CH:22]=[CH:21][C:20]([C:23]([F:26])([F:25])[F:24])=[CH:19][CH:18]=3)[CH2:14][CH:13]([C:27]([OH:29])=O)[CH2:12]2)=[O:10])[CH2:4]1.Cl.O[N:32]=[C:33]([NH2:36])[CH2:34][CH3:35]>>[CH2:34]([C:33]1[N:36]=[C:27]([CH:13]2[CH2:14][CH:15]([C:17]3[CH:18]=[CH:19][C:20]([C:23]([F:26])([F:25])[F:24])=[CH:21][CH:22]=3)[CH2:16][N:11]([C:9]([N:5]3[CH2:6][CH2:7][CH2:8][CH:3]([O:2][CH3:1])[CH2:4]3)=[O:10])[CH2:12]2)[O:29][N:32]=1)[CH3:35] |f:1.2|. Procedure: 250 mg (0.434 mmol, 72% pure) of 1-[(3-methoxypiperidin-1-yl)carbonyl]-5-[4-(trifluoromethyl)phenyl]piperidine-3-carboxylic acid (Example 207A) and 59.5 mg (0.712 mmol) of N′-hydroxypropanimidamide hydrochloride were reacted according to the General Method 1. Yield: 93.9 mg (46% of theory). Starting materials: C(#C)[C@]1([C@]2(C)[C@@H](CC1)[C@@H]1CCC3=CC(CC[C@]3(C)[C@H]1CC2)=O)O (17α-ethynyl-17β-hydroxy-androst-4-en-3-one), Cl (hydrochloric acid), CO (methyl alcohol). Reagents/catalysts: C(C)(=O)[O-].[Hg+2].C(C)(=O)[O-] (mercury(II)-acetate). Run at time 8 hour. The product is O[C@]1(C(C)=O)CC[C@H]2[C@@H]3CCC4=CC(CC[C@]4(C)[C@H]3CC[C@]12C)=O (17α-hydroxy-pregn-4-ene-3,20-dione). RXN SMILES: [C:1]([C@:3]1([OH:23])[CH2:8][CH2:7][C@H:6]2[C@H:9]3[C@H:19]([CH2:20][CH2:21][C@:4]12[CH3:5])[C@:17]1([CH3:18])[C:12](=[CH:13][C:14](=[O:22])[CH2:15][CH2:16]1)[CH2:11][CH2:10]3)#[CH:2].Cl.C[OH:26]>C([O-])(=O)C.[Hg+2].C([O-])(=O)C>[OH:23][C@:3]1([C@:4]2([CH3:5])[C@H:6]([C@H:9]3[C@H:19]([CH2:20][CH2:21]2)[C@:17]2([CH3:18])[C:12](=[CH:13][C:14](=[O:22])[CH2:15][CH2:16]2)[CH2:11][CH2:10]3)[CH2:7][CH2:8]1)[C:1](=[O:26])[CH3:2] |f:3.4.5|. Procedure details: Starting from 3.12 g (0.01 mole) of 17α-ethynyl-17β-hydroxy-androst-4-en-3-one one proceeds as described in Example 9 but after the reaction with mercury(II)-acetate the mixture is not poured onto water but the mixture of 24 ml of concentrated hydrochloric acid and 40 ml of methyl alcohol is added thereto. The reaction mixture is stirred at a temperature of 48° to 50° C. for 8 hours, then it is poured onto water. The separated product is filtered, washed with water and dried. Thus 2.70 g of 17α-... Starting materials: CNC1=NC(=CC=C1[N+](=O)[O-])C1=CC=CC=C1 (2-methylamino-3-nitro-6-phenylpyridine), C(C)O (ethanol). Reagents/catalysts: [Pd] (palladium-on-charcoal). Run in O1CCOCC1 (1,4-dioxane). The product is NC=1C(=NC(=CC1)C1=CC=CC=C1)NC (3-Amino-2-methylamino-6-phenylpyridine). The yield is 98.9%. Reaction SMILES: [CH3:1][NH:2][C:3]1[C:8]([N+:9]([O-])=O)=[CH:7][CH:6]=[C:5]([C:12]2[CH:17]=[CH:16][CH:15]=[CH:14][CH:13]=2)[N:4]=1.C(O)C>[Pd].O1CCOCC1>[NH2:9][C:8]1[C:3]([NH:2][CH3:1])=[N:4][C:5]([C:12]2[CH:17]=[CH:16][CH:15]=[CH:14][CH:13]=2)=[CH:6][CH:7]=1. Procedure: A procedure similar to that described in Example 6 was repeated, except that 5.7 g of 2-methylamino-3-nitro-6-phenylpyridine (prepared as described in Preparation 108) were hydrogenated in 200 ml of a 1:1 by volume mixture of ethanol and 1,4-dioxane in the presence of 1.14 g of 10% w/w palladium-on-charcoal. After working up the product as described in Example 6, 4.9 g of the title compound having Rf=0.08 (on silica gel thin layer chromatography using a 1:5 by volume mixture of ethyl acetate and... Starting materials: ClC1=NC=C2C(C(=CN(C2=C1Cl)C1=C(C=C(C=C1)F)F)C(=O)OCC)=O (ethyl 7,8-dichloro-1-(2,4-difluorophenyl)-1,4-dihydro-4-oxo-1,6-naphthyridine-3-carboxylate), ice water, O (water), S(O)(O)(=O)=O (sulphuric acid). Solvent: C(C)(=O)O (acetic acid). The product is ClC1=NC=C2C(C(=CN(C2=C1Cl)C1=C(C=C(C=C1)F)F)C(=O)O)=O (7,8-Dichloro-1-(2,4-difluorophenyl)-1,4-dihydro-4-oxo-1,6-naphthyridine-3-carboxylic acid). As a reaction SMILES: [Cl:1][C:2]1[C:11]([Cl:12])=[C:10]2[C:5]([C:6](=[O:26])[C:7]([C:21]([O:23]CC)=[O:22])=[CH:8][N:9]2[C:13]2[CH:18]=[CH:17][C:16]([F:19])=[CH:15][C:14]=2[F:20])=[CH:4][N:3]=1.O.S(=O)(=O)(O)O>C(O)(=O)C>[Cl:1][C:2]1[C:11]([Cl:12])=[C:10]2[C:5]([C:6](=[O:26])[C:7]([C:21]([OH:23])=[O:22])=[CH:8][N:9]2[C:13]2[CH:18]=[CH:17][C:16]([F:19])=[CH:15][C:14]=2[F:20])=[CH:4][N:3]=1. Procedure details: 8.6 g (0.022 mol) of ethyl 7,8-dichloro-1-(2,4-difluorophenyl)-1,4-dihydro-4-oxo-1,6-naphthyridine-3-carboxylate are heated at reflux in a mixture of 29 ml of acetic acid, 29 ml of water and 2.9 ml of concentrated sulphuric acid for two hours. The cooled mixture is put into ice-water, and the product is isolated and washed with water.